describe an organic reaction: reactants, conditions, products, and yield From a dataset of the Open Reaction Database (ORD), a public repository of structured organic reaction records. Reactants: [OH-].[Li+] (lithium hydroxide), COC(=O)C1(CC1)OC1=CC(=C(C=C1)NC(C(C1CCCCC1)C=1N(N=C2CCCCC12)C1=CC=C(C=C1)Cl)=O)F ([rac]-1-(4-{2-[2-(4-chloro-phenyl)-4,5,6,7-tetrahydro-2H-indazol-3-yl]-2-cyclohexyl-acetylamino}-3-fluoro-phenoxy)-cyclopropanecarboxylic acid methyl ester). The solvent is C1CCOC1 (THF), CO (MeOH). Yields the product ClC1=CC=C(C=C1)N1N=C2CCCCC2=C1C(C(=O)NC1=C(C=C(OC2(CC2)C(=O)O)C=C1)F)C1CCCCC1 ([rac]-1-(4-{2-[2-(4-Chloro-phenyl)-4,5,6,7-tetrahydro-2H-indazol-3-yl]-2-cyclohexyl-acetylamino}-3-fluoro-phenoxy)-cyclopropanecarboxylic acid). RXN SMILES: C[O:2][C:3]([C:5]1([O:8][C:9]2[CH:14]=[CH:13][C:12]([NH:15][C:16](=[O:40])[CH:17]([C:24]3[N:25]([C:33]4[CH:38]=[CH:37][C:36]([Cl:39])=[CH:35][CH:34]=4)[N:26]=[C:27]4[C:32]=3[CH2:31][CH2:30][CH2:29][CH2:28]4)[CH:18]3[CH2:23][CH2:22][CH2:21][CH2:20][CH2:19]3)=[C:11]([F:41])[CH:10]=2)[CH2:7][CH2:6]1)=[O:4].[OH-].[Li+]>C1COCC1.CO>[Cl:39][C:36]1[CH:35]=[CH:34][C:33]([N:25]2[C:24]([CH:17]([CH:18]3[CH2:23][CH2:22][CH2:21][CH2:20][CH2:19]3)[C:16]([NH:15][C:12]3[CH:13]=[CH:14][C:9]([O:8][C:5]4([C:3]([OH:4])=[O:2])[CH2:7][CH2:6]4)=[CH:10][C:11]=3[F:41])=[O:40])=[C:32]3[C:27]([CH2:28][CH2:29][CH2:30][CH2:31]3)=[N:26]2)=[CH:38][CH:37]=1 |f:1.2|. Procedure details: In analogy to the procedure described in example 7.2, [rac]-1-(4-{2-[2-(4-chloro-phenyl)-4,5,6,7-tetrahydro-2H-indazol-3-yl]-2-cyclohexyl-acetylamino}-3-fluoro-phenoxy)-cyclopropanecarboxylic acid methyl ester was treated with 1 N aqueous lithium hydroxide solution in THF and MeOH to give the title compound as colorless foam. MS: m/e=566.4 [M+H+]. Starting materials: CN(CC(=O)N[C@@H](CO)C(=O)N[C@@H](CS)C(=O)N(CC(=O)O)CNC(C)=O)C (dimethylglycylserinylcysteinyl(Acetomidomethyl)glycine), mercuric acetate, O (water). The solvent is C(C)(=O)O (acetic acid). Product: CN(CC(=O)N[C@@H](CO)C(=O)N[C@@H](CS)C(=O)NCC(=O)O)C (Dimethylglycylserinylcysteinylglycine). RXN SMILES: [CH3:1][N:2]([CH3:28])[CH2:3][C:4]([NH:6][C@H:7]([C:10]([NH:12][C@H:13]([C:16]([N:18](CNC(=O)C)[CH2:19][C:20]([OH:22])=[O:21])=[O:17])[CH2:14][SH:15])=[O:11])[CH2:8][OH:9])=[O:5].O>C(O)(=O)C>[CH3:1][N:2]([CH3:28])[CH2:3][C:4]([NH:6][C@H:7]([C:10]([NH:12][C@H:13]([C:16]([NH:18][CH2:19][C:20]([OH:22])=[O:21])=[O:17])[CH2:14][SH:15])=[O:11])[CH2:8][OH:9])=[O:5]. Procedure: A solution of dimethylglycylserinylcysteinyl(Acetomidomethyl)glycine (RP414) (50 mg) and mercuric acetate (75 mg) in 30% acetic acid (2 mL) was stirred at room temperature for 3 h. Distilled water (2 mL) was added and H2S gas was slowly bubbled through the solution for 3 min causing a black precipitate (mercury sulfide). The solution was filtered through a 0.2 micron filter diluted with a further 2 mL of distilled water and lyophilised. The reactants are [BH4-], CCc1cc2c(=O)n(CC(=O)c3ccc(OC)cc3)c(=O)n(Cc3ccc(-c4ccccc4-c4noc(=O)[nH]4)cc3)c2s1, CO, [Na+]. Product: CCc1cc2c(=O)n(CC(O)c3ccc(OC)cc3)c(=O)n(Cc3ccc(-c4ccccc4-c4noc(=O)[nH]4)cc3)c2s1. RXN SMILES: [BH4-:44].[CH2:1]([CH3:2])[c:3]1[cH:4][c:5]2[c:6]([n:7]([CH2:24][c:25]3[cH:26][cH:27][c:28](-[c:31]4[c:32](-[c:37]5[n:38][o:39][c:40](=[O:42])[nH:41]5)[cH:33][cH:34][cH:35][cH:36]4)[cH:29][cH:30]3)[c:8](=[O:23])[n:9]([CH2:12][C:13](=[O:14])[c:15]3[cH:16][cH:17][c:18]([O:21][CH3:22])[cH:19][cH:20]3)[c:10]2=[O:11])[s:43]1.[CH3:46][OH:47].[Na+:45]>>[CH2:1]([CH3:2])[c:3]1[cH:4][c:5]2[c:6]([n:7]([CH2:24][c:25]3[cH:26][cH:27][c:28](-[c:31]4[c:32](-[c:37]5[n:38][o:39][c:40](=[O:42])[nH:41]5)[cH:33][cH:34][cH:35][cH:36]4)[cH:29][cH:30]3)[c:8](=[O:23])[n:9]([CH2:12][CH:13]([OH:14])[c:15]3[cH:16][cH:17][c:18]([O:21][CH3:22])[cH:19][cH:20]3)[c:10]2=[O:11])[s:43]1.